Dataset: the Open Reaction Database (ORD), a public repository of structured organic reaction records. Task: describe an organic reaction: reactants, conditions, products, and yield Reactants: C1(=CC=CC=C1)C(C=1C=CC(NN1)=O)C1=CC=CC=C1 (6-diphenylmethyl-3(2H)-pyridazinone), CC(C)([O-])C.[K+] (potassium tert-butoxide), COC1=C2CCCC(C2=CC=C1)CCBr (2-(5-methoxy-1,2,3,4-tetrahydro-1-naphthyl)ethyl bromide). Run in CN(C=O)C (N,N-dimethylformamide), CN(C=O)C (N,N-dimethylformamide). Run at time 2 hour. Product: COC1=C2CCCC(C2=CC=C1)CCN1N=C(C=CC1=O)C(C1=CC=CC=C1)C1=CC=CC=C1 (2-[2-(5-methoxy-1,2,3,4-tetrahydro-1-naphthyl)ethyl]-6-diphenylmethyl-3(2H)-pyridazinone). The yield is 83.0%. Reaction SMILES: [C:1]1([CH:7]([C:15]2[CH:20]=[CH:19][CH:18]=[CH:17][CH:16]=2)[C:8]2[CH:9]=[CH:10][C:11](=[O:14])[NH:12][N:13]=2)[CH:6]=[CH:5][CH:4]=[CH:3][CH:2]=1.CC(C)([O-])C.[K+].[CH3:27][O:28][C:29]1[CH:38]=[CH:37][CH:36]=[C:35]2[C:30]=1[CH2:31][CH2:32][CH2:33][CH:34]2[CH2:39][CH2:40]Br>CN(C)C=O>[CH3:27][O:28][C:29]1[CH:38]=[CH:37][CH:36]=[C:35]2[C:30]=1[CH2:31][CH2:32][CH2:33][CH:34]2[CH2:39][CH2:40][N:12]1[C:11](=[O:14])[CH:10]=[CH:9][C:8]([CH:7]([C:1]2[CH:2]=[CH:3][CH:4]=[CH:5][CH:6]=2)[C:15]2[CH:16]=[CH:17][CH:18]=[CH:19][CH:20]=2)=[N:13]1 |f:1.2|. Reported procedure: To a solution of 6-diphenylmethyl-3(2H)-pyridazinone (0.22 g) and potassium tert-butoxide (0.10 g) in N,N-dimethylformamide (2 ml) was added a solution of 2-(5-methoxy-1,2,3,4-tetrahydro-1-naphthyl)ethyl bromide (0.18 g) in N,N-dimethylformamide (3 ml) at room temperature. The reactIon mixture was stirred for 2 hours at the same temperature and partitioned between water and ethyl acetate. The organic layer was washed with water (3 times) and brine, dried over sodium sulfate, and evaporated in va... Reactants: C1(C=2C(C(N1CCC1=CN(C3=CC=C(C=C13)OS(=O)(=O)C(F)(F)F)S(=O)(=O)C1=CC=C(C=C1)C)=O)=CC=CC2)=O (3-(2-Phthalimidoethyl)-1-(p-toluenesulfonyl)-5-(trifluoromethanesulfonyl-oxy)-1H-indole), crude product, S1C(=CC=C1)B(O)O (Thiophene-2-boronic acid), C([O-])([O-])=O.[Na+].[Na+] (sodium carbonate), [Cl-].[Li+] (lithium chloride). Reagents/catalysts: [Pd].C1(=CC=CC=C1)P(C1=CC=CC=C1)C1=CC=CC=C1.C1(=CC=CC=C1)P(C1=CC=CC=C1)C1=CC=CC=C1.C1(=CC=CC=C1)P(C1=CC=CC=C1)C1=CC=CC=C1.C1(=CC=CC=C1)P(C1=CC=CC=C1)C1=CC=CC=C1 (Tetrakis(triphenylphosphine) palladium). Run in 1,2-dimethoxymethane, C(C)(=O)OCC (ethyl acetate). Run at time 20 minute. Product: C1(C=2C(C(N1CCC1=CN(C3=CC=C(C=C13)C=1SC=CC1)S(=O)(=O)C1=CC=C(C=C1)C)=O)=CC=CC2)=O (3-(2-phthalimidoethyl)-1-(p-toluenesulfonyl)-5-(2-thienyl)-1H-indole). Isolated yield 98.1%. Reaction SMILES: [C:1]1(=[O:40])[N:5]([CH2:6][CH2:7][C:8]2[C:16]3[C:11](=[CH:12][CH:13]=[C:14](OS(C(F)(F)F)(=O)=O)[CH:15]=3)[N:10]([S:25]([C:28]3[CH:33]=[CH:32][C:31]([CH3:34])=[CH:30][CH:29]=3)(=[O:27])=[O:26])[CH:9]=2)[C:4](=[O:35])[C:3]2=[CH:36][CH:37]=[CH:38][CH:39]=[C:2]12.[Cl-].[Li+].[S:43]1[CH:47]=[CH:46][CH:45]=[C:44]1B(O)O.C(=O)([O-])[O-].[Na+].[Na+]>[Pd].C1(P(C2C=CC=CC=2)C2C=CC=CC=2)C=CC=CC=1.C1(P(C2C=CC=CC=2)C2C=CC=CC=2)C=CC=CC=1.C1(P(C2C=CC=CC=2)C2C=CC=CC=2)C=CC=CC=1.C1(P(C2C=CC=CC=2)C2C=CC=CC=2)C=CC=CC=1.C(OCC)(=O)C>[C:4]1(=[O:35])[N:5]([CH2:6][CH2:7][C:8]2[C:16]3[C:11](=[CH:12][CH:13]=[C:14]([C:44]4[S:43][CH:47]=[CH:46][CH:45]=4)[CH:15]=3)[N:10]([S:25]([C:28]3[CH:33]=[CH:32][C:31]([CH3:34])=[CH:30][CH:29]=3)(=[O:27])=[O:26])[CH:9]=2)[C:1](=[O:40])[C:2]2=[CH:39][CH:38]=[CH:37][CH:36]=[C:3]12 |f:1.2,4.5.6,7.8.9.10.11|. Reported procedure: 3-(2-Phthalimidoethyl)-1-(p-toluenesulfonyl)-5-(trifluoromethanesulfonyloxy)-1H-indole (Example 11) (71 mg, 0.12 mmol) was dissolved in 1,2-dimethoxymethane (10 mL). Tetrakis(triphenylphosphine) palladium (14 mg, 0.012 mmol) and lithium chloride (10 mg, 0.24 mmol) were added and the resulting solution was stirred under argon at room temperature for 20 minutes. Thiophene-2-boronic acid (20 mg, 0.15 mmol) and sodium carbonate (2M solution in water, 0.1 ml) were added and the resulting mixture was ... Reactants: ClC=1C(=C(OC2CCN(CC2)C(=O)OC(C)(C)C)C=CC1Cl)C(=O)N1C=NC=C1 (tert-butyl 4-[3,4-dichloro-2-(1H-imidazol-1-ylcarbonyl)phenoxy]piperidine-1-carboxylate), C1(CC1)N (cyclopropylamine). Yields the product CCCC(C)C (isohexane), ClC=1C(=C(OC2CCN(CC2)C(=O)OC(C)(C)C)C=CC1Cl)C(=O)NC1CC1 (Tert-Butyl 4-{3,4-dichloro-2-[(cyclopropylamino)carbonyl]phenoxy}piperidine-1-carboxylate). RXN SMILES: [Cl:1][C:2]1[C:3]([C:23]([N:25]2C=CN=[CH:26]2)=[O:24])=[C:4]([CH:19]=[CH:20][C:21]=1[Cl:22])[O:5][CH:6]1[CH2:11][CH2:10][N:9]([C:12]([O:14][C:15]([CH3:18])([CH3:17])[CH3:16])=[O:13])[CH2:8][CH2:7]1.[CH:30]1(N)C[CH2:31]1>>[CH3:20][CH2:21][CH2:2][CH:3]([CH3:23])[CH3:4].[Cl:1][C:2]1[C:3]([C:23]([NH:25][CH:26]2[CH2:31][CH2:30]2)=[O:24])=[C:4]([CH:19]=[CH:20][C:21]=1[Cl:22])[O:5][CH:6]1[CH2:7][CH2:8][N:9]([C:12]([O:14][C:15]([CH3:18])([CH3:17])[CH3:16])=[O:13])[CH2:10][CH2:11]1. Reported procedure: A solution of tert-butyl 4-[3,4-dichloro-2-(1H-imidazol-1-ylcarbonyl)phenoxy]piperidine-1-carboxylate (described in Preparation 11 step 1) (2.0 g, 4.5 mmol) in cyclopropylamine (12 ml) was heated at 50° C. for 14 h. The solution was concentrated in vacuo then partitioned between ethyl acetate and 1N aqueous hydrochloric acid. The organics were dried over magnesium sulfate and concentrated in vacuo. Crystallization from dichloromethane:isohexane gave the title compound as a white solid (0.64 g).